Dataset: the Open Reaction Database (ORD), a public repository of structured organic reaction records. Task: describe an organic reaction: reactants, conditions, products, and yield Starting materials: C(C)(C)(C)OC(=O)N[C@H](C(=O)O)[C@H](C)NC1=C(C=CC=C1)[N+](=O)[O-] ((2S,3S)-2-tert-butoxycarbonylamino-3-(2-nitro-phenylamino)-butyric acid). The solvent is C(C)O (ethanol). Conditions: time 30 minute. Yields the product NC1=C(C=CC=C1)N[C@H]([C@@H](C(=O)O)NC(=O)OC(C)(C)C)C ((2S,3S)-3-(2-amino-phenylamino)-2-tert-butoxycarbonylamino-butyric acid). As a reaction SMILES: [C:1]([O:5][C:6]([NH:8][C@@H:9]([C@@H:13]([NH:15][C:16]1[CH:21]=[CH:20][CH:19]=[CH:18][C:17]=1[N+:22]([O-])=O)[CH3:14])[C:10]([OH:12])=[O:11])=[O:7])([CH3:4])([CH3:3])[CH3:2]>C(O)C>[NH2:22][C:17]1[CH:18]=[CH:19][CH:20]=[CH:21][C:16]=1[NH:15][C@@H:13]([CH3:14])[C@H:9]([NH:8][C:6]([O:5][C:1]([CH3:4])([CH3:3])[CH3:2])=[O:7])[C:10]([OH:12])=[O:11]. Procedure: A flask containing a solution of (2S,3S)-2-tert-butoxycarbonylamino-3-(2-nitro-phenylamino)-butyric acid (5.8 g, 17.1 mmol) in ethanol (60 ml) was purged with nitrogen followed by the addition of 10% palladium on carbon (600 mg). The atmosphere above the ethanol solution was exchanged for hydrogen and the reaction mixture stirred vigorously for 30 minutes at atmospheric pressure. The reaction mixture was filtered through a pad of celite and concentrated in vacuo to give (2S,3S)-3-(2-amino-phenyl... The reactants are COC(CNC(=O)C=1NC2=CC=C(C=C2C1)Cl)=O ([(5-Chloro-1H-indole-2-carbonyl)-amino]-acetic acid methyl ester), N (ammonia). Solvent: CO (methanol). Yields the product C(N)(=O)CNC(=O)C=1NC2=CC=C(C=C2C1)Cl (5-Chloro-1H-indole-2-carboxylic acid carbamoylmethyl-amide). RXN SMILES: CO[C:3](=[O:18])[CH2:4][NH:5][C:6]([C:8]1[NH:9][C:10]2[C:15]([CH:16]=1)=[CH:14][C:13]([Cl:17])=[CH:12][CH:11]=2)=[O:7].[NH3:19]>CO>[C:3]([CH2:4][NH:5][C:6]([C:8]1[NH:9][C:10]2[C:15]([CH:16]=1)=[CH:14][C:13]([Cl:17])=[CH:12][CH:11]=2)=[O:7])(=[O:18])[NH2:19]. Reported procedure: [(5-Chloro-1H-indole-2-carbonyl)-amino]-acetic acid methyl ester (100 mg, 0.40 mmol) was added to a saturated solution of ammonia in methanol (ca. 3 mL) at 25° C. The suspension was sonicated for 1 hour and the resulting solution concentrated. The residue was triturated with ether/hexanes and dried. Yield 77 mg, 77%; HPLC (60/40) 2.78 minutes (98%); PBMS 252/254 (MH+, 100%);